The task is: describe an organic reaction: reactants, conditions, products, and yield. This data is from the Open Reaction Database (ORD), a public repository of structured organic reaction records. The reactants are FC(F)(F)COc1ccc(Br)cc1, CC(C)(C)[O-], Cc1ccccc1, CC(C)(C)OC(=O)N1CCNCC1, [Na+], O=C(C=Cc1ccccc1)C=Cc1ccccc1, O=C(C=Cc1ccccc1)C=Cc1ccccc1, O=C(C=Cc1ccccc1)C=Cc1ccccc1, [Pd], [Pd]. Yields the product CC(C)(C)OC(=O)N1CCN(c2ccc(OCC(F)(F)F)cc2)CC1. As a reaction SMILES: [Br:1][c:2]1[cH:3][cH:4][c:5]([O:8][CH2:9][C:10]([F:11])([F:12])[F:13])[cH:6][cH:7]1.[CH3:27][C:28]([CH3:29])([O-:30])[CH3:31].[CH3:33][c:34]1[cH:35][cH:36][cH:37][cH:38][cH:39]1.[N:14]1([C:20](=[O:21])[O:22][C:23]([CH3:24])([CH3:25])[CH3:26])[CH2:15][CH2:16][NH:17][CH2:18][CH2:19]1.[Na+:32].[O:42]=[C:43]([CH:44]=[CH:45][c:46]1[cH:47][cH:48][cH:49][cH:50][cH:51]1)[CH:52]=[CH:53][c:54]1[cH:55][cH:56][cH:57][cH:58][cH:59]1.[O:60]=[C:61]([CH:62]=[CH:63][c:64]1[cH:65][cH:66][cH:67][cH:68][cH:69]1)[CH:70]=[CH:71][c:72]1[cH:73][cH:74][cH:75][cH:76][cH:77]1.[O:78]=[C:79]([CH:80]=[CH:81][c:82]1[cH:83][cH:84][cH:85][cH:86][cH:87]1)[CH:88]=[CH:89][c:90]1[cH:91][cH:92][cH:93][cH:94][cH:95]1.[Pd:40].[Pd:41]>>[c:2]1([N:17]2[CH2:16][CH2:15][N:14]([C:20](=[O:21])[O:22][C:23]([CH3:24])([CH3:25])[CH3:26])[CH2:19][CH2:18]2)[cH:3][cH:4][c:5]([O:8][CH2:9][C:10]([F:11])([F:12])[F:13])[cH:6][cH:7]1. The reactants are C(C)(C)NC1CCCCC1 (N-isopropylcyclohexylamine), C(C=C)Br (allyl bromide), C(CCC)[Li] (n-Butyl lithium), COC1=CC=C(C=C1)CC#N (p-methoxyphenylacetonitrile). The solvent is O1CCCC1 (tetrahydrofuran), O1CCCC1 (tetrahydrofuran), C(C)OCC (diethyl ether). Run at time 1.5 hour. Yields the product C(C=C)C(C#N)C1=CC=C(C=C1)OC ((±)-2-Allyl-2-(4-methoxyphenyl)acetonitrile). Isolated yield 89.0%. As a reaction SMILES: [CH2:1]([Li])[CH2:2][CH2:3]C.C(NC1CCCCC1)(C)C.[CH3:16][O:17][C:18]1[CH:23]=[CH:22][C:21]([CH2:24][C:25]#[N:26])=[CH:20][CH:19]=1.C(Br)C=C>O1CCCC1.C(OCC)C>[CH2:3]([CH:24]([C:21]1[CH:22]=[CH:23][C:18]([O:17][CH3:16])=[CH:19][CH:20]=1)[C:25]#[N:26])[CH:2]=[CH2:1]. Procedure details: n-Butyl lithium (0.16 mole of 1.6 M in hexane) was added under a nitrogen atmosphere to dry tetrahydrofuran (100 ml.) which was cooled in a CO2 -acetone bath. This was followed by the successive dropwise additions during 10 minutes of solutions in tetrahydrofuran (10 ml. each) of N-isopropylcyclohexylamine (22.6 g., 0.160 mole) and p-methoxyphenylacetonitrile (21.2 g., 0.144 mole). The mixture was stirred in the cold for 10 minutes when allyl bromide (24.2 g., 0.20 mole) was added dropwise durin... Starting materials: C(#CC)[Mg]Br (prop-1-ynyl-magnesium bromide), IC=1C=C(C(=O)O)C=CC1CCC (3-Iodo-4-propylbenzoic acid), CO (MeOH), IC=1C=C(C(=O)O)C=CC1CCC (3-Iodo-4-propylbenzoic acid), S1(=O)(=O)NC(=O)C2=CC=CC=C12 (saccharine). The reagents and catalysts are C=1C=CC(=CC1)[P](C=2C=CC=CC2)(C=3C=CC=CC3)[Pd]([P](C=4C=CC=CC4)(C=5C=CC=CC5)C=6C=CC=CC6)([P](C=7C=CC=CC7)(C=8C=CC=CC8)C=9C=CC=CC9)[P](C=1C=CC=CC1)(C=1C=CC=CC1)C=1C=CC=CC1 (Pd(PPh3)4), [Cu]I (CuI), [Cl-].[Cl-].[Zn+2] (ZnCl2). The solvent is C1CCOC1 (THF), C1CCOC1 (THF). Reaction conditions: time 10 minute. Yields the product C(#CC)C=1C=C(C(=O)O)C=CC1CCC (3-(Prop-1-ynyl)-4-propylbenzoic acid). Yield: 172.1%. Reaction SMILES: I[C:2]1[CH:3]=[C:4]([CH:8]=[CH:9][C:10]=1[CH2:11][CH2:12][CH3:13])[C:5]([OH:7])=[O:6].S1(C2[C:20](=[CH:21]C=CC=2)[C:18](=O)N1)(=O)=O.C([Mg]Br)#CC.CO>C1COCC1.[Cl-].[Cl-].[Zn+2].C1C=CC([P]([Pd]([P](C2C=CC=CC=2)(C2C=CC=CC=2)C2C=CC=CC=2)([P](C2C=CC=CC=2)(C2C=CC=CC=2)C2C=CC=CC=2)[P](C2C=CC=CC=2)(C2C=CC=CC=2)C2C=CC=CC=2)(C2C=CC=CC=2)C2C=CC=CC=2)=CC=1.[Cu]I>[C:18]([C:2]1[CH:3]=[C:4]([CH:8]=[CH:9][C:10]=1[CH2:11][CH2:12][CH3:13])[C:5]([OH:7])=[O:6])#[C:20][CH3:21] |f:5.6.7,^1:44,46,65,84|. Reported procedure: A suspension of the product of Step A (0.36 g; 1.24 mmol) in HMDSA (2 ml) and saccharine (0.1 g) was refluxed under N2 until reaction became homogenous (˜30 min). After cooling to room temperature, the HMDSA was removed in vacuo and the residue was diluted to 4 ml with anhydrous THF. At the same time ZnCl2 (0.2 g; 1.47 mmol) was heated to ˜120° C., in separate flask, in vacuo, cooled to room temperature under N2 and diluted to 4 ml with anhydrous THF. To it 0.5 M prop-1-ynyl-magnesium bromide in... Starting materials: C(C1=CC=CC=C1)OC1=NN(C(=C1C(C1=CC=C(C=C1)OC)=O)Br)C(C)C (3-Benzyloxy-5-bromo-1-isopropyl-4-(4-methoxybenzoyl)-1H-pyrazole), C(CC(O)(C(=O)O)CC(=O)O)(=O)O (citric acid), C1(=CC=CC=C1)O (phenol), C([O-])([O-])=O.[K+].[K+] (potassium carbonate). Solvent: CN(C(C)=O)C (N,N-dimethylacetoamide). Yields the product C(C1=CC=CC=C1)OC1=NN(C(=C1C(C1=CC=C(C=C1)OC)=O)OC1=CC=CC=C1)C(C)C (3-Benzyloxy-1-isopropyl-4-(4-methoxybenzoyl)-5-phenoxy-1H-pyrazole). The yield is 54.1%. Reaction SMILES: [CH2:1]([O:8][C:9]1[C:13]([C:14](=[O:23])[C:15]2[CH:20]=[CH:19][C:18]([O:21][CH3:22])=[CH:17][CH:16]=2)=[C:12](Br)[N:11]([CH:25]([CH3:27])[CH3:26])[N:10]=1)[C:2]1[CH:7]=[CH:6][CH:5]=[CH:4][CH:3]=1.[C:28]1([OH:34])[CH:33]=[CH:32][CH:31]=[CH:30][CH:29]=1.C(=O)([O-])[O-].[K+].[K+].C(O)(=O)CC(CC(O)=O)(C(O)=O)O>CN(C)C(=O)C>[CH2:1]([O:8][C:9]1[C:13]([C:14](=[O:23])[C:15]2[CH:20]=[CH:19][C:18]([O:21][CH3:22])=[CH:17][CH:16]=2)=[C:12]([O:34][C:28]2[CH:33]=[CH:32][CH:31]=[CH:30][CH:29]=2)[N:11]([CH:25]([CH3:27])[CH3:26])[N:10]=1)[C:2]1[CH:7]=[CH:6][CH:5]=[CH:4][CH:3]=1 |f:2.3.4|. Reported procedure: 3-Benzyloxy-5-bromo-1-isopropyl-4-(4-methoxybenzoyl)-1H-pyrazole (43 mg), phenol (14 mg) and potassium carbonate (21 mg) were suspended in N,N-dimethylacetoamide (5 mL) and the mixture was stirred under reflux for 2 hours. The mixture was allowed to cool to room temperature, then 10% citric acid aqueous solution was added to the reaction mixture and the mixture was extracted with ethyl acetate. The organic layer was sequentially washed with a saturated sodium hydrogen carbonate and brine. After ...